This data is from the Open Reaction Database (ORD), a public repository of structured organic reaction records. The task is: describe an organic reaction: reactants, conditions, products, and yield Starting materials: BrC=1C=NC=2N(C1)N=C(C2)C(=O)O (6-bromo-pyrazolo[1,5-a]pyrimidine-2-carboxylic acid), COC=1C=C2CCNCC2=CC1OC (6,7-dimethoxy-1,2,3,4-tetrahydro-isoquinoline). Yields the product BrC=1C=NC=2N(C1)N=C(C2)C(=O)N2CC1=CC(=C(C=C1CC2)OC)OC ((6-Bromo-pyrazolo[1,5-a]pyrimidin-2-yl)-(6,7-dimethoxy-3,4-dihydro-1H-isoquinolin-2-yl)-methanone). Reaction SMILES: [Br:1][C:2]1[CH:3]=[N:4][C:5]2[N:6]([N:8]=[C:9]([C:11]([OH:13])=O)[CH:10]=2)[CH:7]=1.[CH3:14][O:15][C:16]1[CH:17]=[C:18]2[C:23](=[CH:24][C:25]=1[O:26][CH3:27])[CH2:22][NH:21][CH2:20][CH2:19]2>>[Br:1][C:2]1[CH:3]=[N:4][C:5]2[N:6]([N:8]=[C:9]([C:11]([N:21]3[CH2:20][CH2:19][C:18]4[C:23](=[CH:24][C:25]([O:26][CH3:27])=[C:16]([O:15][CH3:14])[CH:17]=4)[CH2:22]3)=[O:13])[CH:10]=2)[CH:7]=1. Procedure details: In close analogy to the procedure described in Example 1, 6-bromo-pyrazolo[1,5-a]pyrimidine-2-carboxylic acid is reacted with 6,7-dimethoxy-1,2,3,4-tetrahydro-isoquinoline to provide the title compound as a solid.